From a dataset of the Open Reaction Database (ORD), a public repository of structured organic reaction records. describe an organic reaction: reactants, conditions, products, and yield Starting materials: NCc1ccc(F)c(Br)c1, C1CCC2=NCCCN2CC1, O=C(Nc1cccc2cnccc12)C(Cl)(Cl)Cl. Yields the product O=C(NCc1ccc(F)c(Br)c1)Nc1cccc2cnccc12. As a reaction SMILES: [Br:1][c:2]1[cH:3][c:4]([CH2:5][NH2:6])[cH:7][cH:8][c:9]1[F:10].[CH2:28]1[CH2:29][CH2:30][C:31]2=[N:36][CH2:35][CH2:34][CH2:33][N:32]2[CH2:37][CH2:38]1.[Cl:11][C:12]([C:13](=[O:14])[NH:15][c:16]1[c:17]2[cH:18][cH:19][n:20][cH:21][c:22]2[cH:23][cH:24][cH:25]1)([Cl:26])[Cl:27]>>[Br:1][c:2]1[cH:3][c:4]([CH2:5][NH:6][C:13](=[O:14])[NH:15][c:16]2[c:17]3[cH:18][cH:19][n:20][cH:21][c:22]3[cH:23][cH:24][cH:25]2)[cH:7][cH:8][c:9]1[F:10]. Starting materials: O1[C@H](CO)[C@H]1CCC(F)(F)F ((2R,3R)-2,3-epoxy-6,6,6-trifluoro-hexanol). The solvent is C(Cl)(Cl)Cl (chloroform). The product is O1[C@H](C=O)[C@H]1CCC(F)(F)F ((2S,3R)-2,3-epoxy-6,6,6-trifluoro-hexanal). As a reaction SMILES: [O:1]1[C@H:5]([CH2:6][CH2:7][C:8]([F:11])([F:10])[F:9])[C@H:2]1[CH2:3][OH:4]>C(Cl)(Cl)Cl>[O:1]1[C@H:5]([CH2:6][CH2:7][C:8]([F:9])([F:10])[F:11])[C@H:2]1[CH:3]=[O:4]. Reported procedure: The title compound is prepared analogously to Example 5a) from (2R,3R)-2,3-epoxy-6,6,6-trifluoro-hexanol; colourless liquid having a boiling point of 80°-81°/26 mbar.; [α]D20 (chloroform, 0.15%)=-10.7°±6.7°. As a reaction SMILES: [B-:21]([F:22])([F:23])([F:24])[F:25].[C:10](#[N:11])[c:12]1[cH:13][cH:14][c:15]([C:16](=[O:17])[OH:18])[cH:19][cH:20]1.[CH:1]([N:2]([CH2:3][CH3:4])[CH:5]([CH3:6])[CH3:7])([CH3:8])[CH3:9].[CH:43]1([CH:47]([CH2:48][N:49]2[CH2:50][CH:51]([OH:53])[CH2:52]2)[NH:54][CH3:55])[CH2:44][CH2:45][CH2:46]1.[Cl:56][CH2:57][Cl:58].[n:26]1([O:27][C:28]([N:29]([CH3:30])[CH3:31])=[N+:32]([CH3:33])[CH3:34])[c:35]2[cH:36][cH:37][cH:38][cH:39][c:40]2[n:41][n:42]1>>[C:10](#[N:11])[c:12]1[cH:13][cH:14][c:15]([C:16](=[O:18])[N:54]([CH:47]([CH:43]2[CH2:44][CH2:45][CH2:46]2)[CH2:48][N:49]2[CH2:50][CH:51]([OH:53])[CH2:52]2)[CH3:55])[cH:19][cH:20]1. The reactants are F[B-](F)(F)F, N#Cc1ccc(C(=O)O)cc1, CCN(C(C)C)C(C)C, CNC(CN1CC(O)C1)C1CCC1, ClCCl, CN(C)C(On1nnc2ccccc21)=[N+](C)C. Product: CN(C(=O)c1ccc(C#N)cc1)C(CN1CC(O)C1)C1CCC1. Starting materials: BC#N, CC(=O)O, N, [Na], CCC(=O)c1cccc(N2CCOCC2)c1. Yields the product CCC(N)c1cccc(N2CCOCC2)c1. RXN SMILES: [C:17](#[N:18])[BH2:19].[CH3:21][C:22](=[O:23])[OH:24].[NH3:25].[Na:20].[O:1]1[CH2:2][CH2:3][N:4]([c:7]2[cH:8][c:9]([C:13]([CH2:14][CH3:15])=[O:16])[cH:10][cH:11][cH:12]2)[CH2:5][CH2:6]1>>[O:1]1[CH2:2][CH2:3][N:4]([c:7]2[cH:8][c:9]([CH:13]([CH2:14][CH3:15])[NH2:18])[cH:10][cH:11][cH:12]2)[CH2:5][CH2:6]1. Starting materials: C1(=CC=CC=C1)[C@@H](CBr)C(C)C ((S)-(-)-2-phenyl-3-methylbromobutane), [Mg] (magnesium), [Cl-].[NH4+] (ammonium chloride), C(C)(C)(C)OC(=O)N[C@@H](CC(C)C)C=O (N-t-butoxycarbonyl-L-leucinal). Solvent: O1CCCC1 (tetrahydrofuran), BrCCBr (1,2-dibromoethane), CCOCC (ether), O1CCCC1 (tetrahydrofuran). Reaction conditions: time 2 hour. Yields the product O[C@H]([C@H](CC(C)C)NC(OC(C)(C)C)=O)C[C@@H](C(C)C)C1=CC=CC=C1 (t-butyl [(1S,2S,4S)-2-hydroxy-1-isobutyl-5 -methyl-4-phenylhexyl]carbamate). Isolated yield 42.6%. Reaction SMILES: [C:1]1([C@H:7]([CH:10]([CH3:12])[CH3:11])[CH2:8]Br)[CH:6]=[CH:5][CH:4]=[CH:3][CH:2]=1.[Mg].[C:14]([O:18][C:19]([NH:21][C@H:22]([CH:27]=[O:28])[CH2:23][CH:24]([CH3:26])[CH3:25])=[O:20])([CH3:17])([CH3:16])[CH3:15].[Cl-].[NH4+]>O1CCCC1.BrCCBr.CCOCC>[OH:28][C@@H:27]([CH2:8][C@H:7]([C:1]1[CH:6]=[CH:5][CH:4]=[CH:3][CH:2]=1)[CH:10]([CH3:12])[CH3:11])[C@@H:22]([NH:21][C:19](=[O:20])[O:18][C:14]([CH3:15])([CH3:17])[CH3:16])[CH2:23][CH:24]([CH3:26])[CH3:25] |f:3.4|. Reported procedure: A solution of 40.9 g (0.18 mol) of (S)-(-)-2-phenyl-3-methylbromobutane in 110 ml of tetrahydrofuran and 0.5 ml of 1,2-dibromoethane was slowly added dropwise to a suspension of 6.6 g of magnesium in 25 ml of ether. The temperature rose to 50°. Thereafter, the reaction mixture was stirred at 50° for a further 2 hours and then cooled to -50°. Then, a solution of 13 g (0.06 mol) of N-t-butoxycarbonyl-L-leucinal in 40 ml of tetrahydrofuran was added slowly. After 16 hours at room temperature, the r...